This data is from the Open Reaction Database (ORD), a public repository of structured organic reaction records. The task is: describe an organic reaction: reactants, conditions, products, and yield The reactants are CN(C)\C=C/1\C(C2=CC=CC=C2[C@@H](C1)C1=C(C=CC=C1)F)=O ((R,E)-2-((dimethylamino)methylene)-4-(2-fluorophenyl)-3,4-dihydronaphthalen-1(2H)-one), OCC=1C=C(C=CC1)NC(=N)N (1-(3-(hydroxymethyl)phenyl)guanidine). The product is FC1=C(C=CC=C1)[C@@H]1CC=2C=NC(=NC2C2=C1C=CC=C2)NC=2C=C(C=CC2)CO ((R)-(3-(6-(2-fluorophenyl)-5,6-dihydrobenzo[h]quinazolin-2-ylamino)phenyl)methanol). RXN SMILES: CN(/[CH:4]=[C:5]1/[C:6](=O)[C:7]2[C:12]([C@H:13]([C:15]3[CH:20]=[CH:19][CH:18]=[CH:17][C:16]=3[F:21])[CH2:14]/1)=[CH:11][CH:10]=[CH:9][CH:8]=2)C.[OH:23][CH2:24][C:25]1[CH:26]=[C:27]([NH:31][C:32]([NH2:34])=[NH:33])[CH:28]=[CH:29][CH:30]=1>>[F:21][C:16]1[CH:17]=[CH:18][CH:19]=[CH:20][C:15]=1[C@H:13]1[C:12]2[CH:11]=[CH:10][CH:9]=[CH:8][C:7]=2[C:6]2[N:34]=[C:32]([NH:31][C:27]3[CH:26]=[C:25]([CH2:24][OH:23])[CH:30]=[CH:29][CH:28]=3)[N:33]=[CH:4][C:5]=2[CH2:14]1. Procedure details: This was synthesized by using general procedure 6 except that (R,E)-2-((dimethylamino)methylene)-4-(2-fluorophenyl)-3,4-dihydronaphthalen-1(2H)-one reacted with 1-(3-(hydroxymethyl)phenyl)guanidine to give (R)-(3-(6-(2-fluorophenyl)-5,6-dihydrobenzo[h]quinazolin-2-ylamino)phenyl)methanol M.p.=158-159° C. 1H NMR 400 MHz (DMSO-d6) δ 9.57 (s, 1 H), 8.41-8.39 (m, 1 H), 8.32 (s, 1 H), 7.92 (s, 1 H), 7.70-7.68 (m, 1 H), 7.53-7.45 (m, 2 H), 7.29-7.21 (m, 3 H), 7.08-7.02 (m, 2 H), 6.91-6.89 (d, 1 H), 6.... Starting materials: ClC=1N=C2N(C(C1)=O)CC[C@H](N2)C(F)(F)F ((8S)-2-chloro-8-trifluoromethyl-6,7,8,9-tetrahydropyrimido[1,2-a]pyrimidin-4-one), S1N=NC2=C1C=CC(=C2)C(CBr)=O (1-benzo[1,2,3]thiadiazol-5-yl-2-bromoethanone). Product: S1N=NC2=C1C=CC(=C2)C(CN2[C@@H](CCN1C2=NC(=CC1=O)Cl)C(F)(F)F)=O ((8S)-9-(2-benzo[1,2,3]thiadiazol-5-yl-2-oxoethyl)-2-chloro-8-trifluoromethyl-6,7,8,9-tetrahydropyrimido[1,2-a]pyrimidin-4-one). Reaction SMILES: [Cl:1][C:2]1[N:3]=[C:4]2[NH:12][C@H:11]([C:13]([F:16])([F:15])[F:14])[CH2:10][CH2:9][N:5]2[C:6](=[O:8])[CH:7]=1.[S:17]1[C:21]2[CH:22]=[CH:23][C:24]([C:26](=[O:29])[CH2:27]Br)=[CH:25][C:20]=2[N:19]=[N:18]1>>[S:17]1[C:21]2[CH:22]=[CH:23][C:24]([C:26](=[O:29])[CH2:27][N:12]3[C:4]4=[N:3][C:2]([Cl:1])=[CH:7][C:6](=[O:8])[N:5]4[CH2:9][CH2:10][C@H:11]3[C:13]([F:14])([F:15])[F:16])=[CH:25][C:20]=2[N:19]=[N:18]1. Reported procedure: 150 mg (0.59 mmol) of (8S)-2-chloro-8-trifluoromethyl-6,7,8,9-tetrahydropyrimido[1,2-a]pyrimidin-4-one and 167.25 mg (0.65 mmol) of 1-benzo[1,2,3]thiadiazol-5-yl-2-bromoethanone were used in the reaction. After purification by chromatography on silica gel (eluent: 90/10 DCM/MeOH), 210 mg of (8S)-9-(2-benzo[1,2,3]thiadiazol-5-yl-2-oxoethyl)-2-chloro-8-trifluoromethyl-6,7,8,9-tetrahydropyrimido[1,2-a]pyrimidin-4-one are obtained, the characteristics of which are as follows: Starting materials: C(C)OC(=O)C1CCN(CC1)C1=NC=C(C=C1)C(NC1=CC(=C(C=C1)C)I)=O (5′-(3-iodo-4-methyl-phenylcarbamoyl)-3,4,5,6-tetrahydro-2H-[1,2′]bipyridinyl-4 carboxylic acid ethyl ester), FC=1C=C(C=CC1)B(O)O (3-fluorophenyl boronic acid), C(C)OC(=O)C1CCN(CC1)C1=NC=C(C=C1)C(NC1=CC(=C(C=C1)C1=CC=CC=C1)C)=O (5′-(2-methyl-biphenyl-4-ylcarbamoyl)-3,4,5,6-tetrahydro-2H-[1,2′]bipyridinyl-4-carboxylic acid ethyl ester). Yields the product C(C)OC(=O)C1CCN(CC1)C1=NC=C(C=C1)C(NC=1C=C(C(=CC1)C)C1=CC(=CC=C1)F)=O (5′-(3′-Fluoro-6-methyl-biphenyl-3-ylcarbamoyl)-3,4,5,6-tetrahydro-2H-[1,2′]bipyridinyl-4-carboxylic acid ethyl ester). RXN SMILES: [CH2:1]([O:3][C:4]([CH:6]1[CH2:11][CH2:10][N:9]([C:12]2[CH:17]=[CH:16][C:15]([C:18](=[O:28])[NH:19][C:20]3[CH:25]=[CH:24][C:23]([CH3:26])=[C:22](I)[CH:21]=3)=[CH:14][N:13]=2)[CH2:8][CH2:7]1)=[O:5])[CH3:2].[F:29][C:30]1[CH:31]=[C:32](B(O)O)[CH:33]=[CH:34][CH:35]=1.C(OC(C1CCN(C2C=CC(C(=O)NC3C=CC(C4C=CC=CC=4)=C(C)C=3)=CN=2)CC1)=O)C>>[CH2:1]([O:3][C:4]([CH:6]1[CH2:11][CH2:10][N:9]([C:12]2[CH:17]=[CH:16][C:15]([C:18](=[O:28])[NH:19][C:20]3[CH:21]=[C:22]([C:34]4[CH:33]=[CH:32][CH:31]=[C:30]([F:29])[CH:35]=4)[C:23]([CH3:26])=[CH:24][CH:25]=3)=[CH:14][N:13]=2)[CH2:8][CH2:7]1)=[O:5])[CH3:2]. Procedure: 5′-(3′-Fluoro-6-methyl-biphenyl-3-ylcarbamoyl)-3,4,5,6-tetrahydro-2H-[1,2′]bipyridinyl-4-carboxylic acid ethyl ester was prepared from 5′-(3-iodo-4-methyl-phenylcarbamoyl)-3,4,5,6-tetrahydro-2H-[1,2′]bipyridinyl-4 carboxylic acid ethyl ester and 3-fluorophenyl boronic acid following a method similar to the one described in the synthesis of 5′-(2-methyl-biphenyl-4-ylcarbamoyl)-3,4,5,6-tetrahydro-2H-[1,2′]bipyridinyl-4-carboxylic acid ethyl ester, above. The product was isolated after silica gel c...